Dataset: the Open Reaction Database (ORD), a public repository of structured organic reaction records. Task: describe an organic reaction: reactants, conditions, products, and yield Reactants: N1=CC(=CC=C1)C#CCOCCNC(OC(C)(C)C)=O (tert-butyl {2-[3-(pyridin-3-yl)prop-2-ynyloxy]ethyl}carbamate). The solvent is CO (methanol). The product is N1=CC(=CC=C1)CCCOCCNC(OC(C)(C)C)=O (tert-butyl {2-[3-(pyridin-3-yl)propoxy]ethyl}carbamate). Isolated yield 92.5%. RXN SMILES: [N:1]1[CH:6]=[CH:5][CH:4]=[C:3]([C:7]#[C:8][CH2:9][O:10][CH2:11][CH2:12][NH:13][C:14](=[O:20])[O:15][C:16]([CH3:19])([CH3:18])[CH3:17])[CH:2]=1>CO>[N:1]1[CH:6]=[CH:5][CH:4]=[C:3]([CH2:7][CH2:8][CH2:9][O:10][CH2:11][CH2:12][NH:13][C:14](=[O:20])[O:15][C:16]([CH3:18])([CH3:17])[CH3:19])[CH:2]=1. Reported procedure: Under a nitrogen purge, 10% palladium on carbon (5.0 g) and 2-propanol (20 mL) were added to a pressure vessel. A solution of tert-butyl {2-[3-(pyridin-3-yl)prop-2-ynyloxy]ethyl}carbamate (22.7 g, 82.1 mmol) in methanol (200 mL) were then added. The vessel was purged three times with nitrogen and then placed under hydrogen pressure (50 psi, 3.4×105 Pa) for five hours. The reaction mixture was filtered through a layer of CELITE filter aid, and the filtrate was concentrated under reduced pressure ...